This data is from the Open Reaction Database (ORD), a public repository of structured organic reaction records. The task is: describe an organic reaction: reactants, conditions, products, and yield The reactants are N1C(C2(C3=CC=CC=C13)C1=C(OC2)C=C2OCCC2=C1)=O (5,6-dihydrospiro[benzo[1,2-b:5,4-b′]difuran-3,3′-indol]-2′(1′H)-one), BrCC=1OC(=CC1)C(F)(F)F (2-(bromomethyl)-5-(trifluoromethyl)furan), CC1=NOC2=C1C=C1C(=C2)OCC12C(NC1=CC=CC=C21)=O (3-methylspiro[furo[3,2-f][1,2]benzisoxazole-5,3′-indol]-2′(1′H)-one), CC1=CC=C(C=C1)S(=O)(=O)OCCN1C(OCC1)=O (2-(2-oxooxazolidin-3-yl)ethyl 4-methylbenzenesulfonate). Yields the product O=C1OCCN1CCN1C(C2(C3=CC=CC=C13)C1=C(OC2)C=C2OCCC2=C1)=O (1′-[2-(2-oxo-1,3-oxazolidin-3-yl)ethyl]-5,6-dihydrospiro[benzo[1,2-b:5,4-b′]difuran-3,3′-indol]-2′(1′H)-one). RXN SMILES: [NH:1]1[C:9]2[C:4](=[CH:5][CH:6]=[CH:7][CH:8]=2)[C:3]2([CH2:13][O:12][C:11]3[CH:14]=[C:15]4[C:19](=[CH:20][C:10]2=3)[CH2:18][CH2:17][O:16]4)[C:2]1=[O:21].CC1C2C=C3C4(C5C(=CC=CC=5)NC4=O)COC3=CC=2ON=1.CC1C=CC(S(O[CH2:55][CH2:56][N:57]2[CH2:61][CH2:60][O:59][C:58]2=[O:62])(=O)=O)=CC=1.BrCC1OC(C(F)(F)F)=CC=1>>[O:62]=[C:58]1[N:57]([CH2:56][CH2:55][N:1]2[C:9]3[C:4](=[CH:5][CH:6]=[CH:7][CH:8]=3)[C:3]3([CH2:13][O:12][C:11]4[CH:14]=[C:15]5[C:19](=[CH:20][C:10]3=4)[CH2:18][CH2:17][O:16]5)[C:2]2=[O:21])[CH2:61][CH2:60][O:59]1. Procedure: Following the procedure described in EXAMPLE 9 and making non-critical variations using 5,6-dihydrospiro[benzo[1,2-b:5,4-b′]difuran-3,3′-indol]-2′(1′H)-one to replace 3-methylspiro[furo[3,2-f][1,2]benzisoxazole-5,3′-indol]-2′(1′H)-one, and 2-(2-oxooxazolidin-3-yl)ethyl 4-methylbenzenesulfonate to replace 2-(bromomethyl)-5-(trifluoromethyl)furan, 1′-[2-(2-oxo-1,3-oxazolidin-3-yl)ethyl]-5,6-dihydrospiro[benzo[1,2-b:5,4-b′]difuran-3,3′-indol]-2′(1′H)-one was obtained (46%) as a colorless solid: mp ... The reactants are C1(=CC=C(C=C1)S(=O)(=O)OCC\C=C/C\C=C/CC)C ((3Z,6Z)-nona-3,6-dienyl p-toluenesulfonate), C(C)OCC (diethyl ether), SCCC(=O)O (3-Mercaptopropionic acid), C[O-].[Na+] (sodium methoxide), [Na] (sodium), Cl (hydrochloric acid), C(C)OCC (diethyl ether). The solvent is CO (methanol). Conditions: temperature 40 celsius. Product: C(C\C=C\C\C=C\CC)CCC(=S)O (3-(3E,6E)-nona-3,6-dienylthiopropionic acid). Reaction SMILES: [SH:1]CCC(O)=O.[CH3:7][O-:8].[Na+].[Na].C1(C)C=CC(S(O[CH2:21][CH2:22]/[CH:23]=[CH:24]\[CH2:25]/[CH:26]=[CH:27]\[CH2:28][CH3:29])(=O)=O)=CC=1.Cl.C(O[CH2:35][CH3:36])C>CO>[CH2:27]([CH2:28][CH2:29][C:7]([OH:8])=[S:1])[CH2:26]/[CH:25]=[CH:24]/[CH2:23]/[CH:22]=[CH:21]/[CH2:35][CH3:36] |f:1.2,^1:9|. Procedure: 3-Mercaptopropionic acid (150 mg, 1.41 mmol, 1.5 eq) can be added, under an atmosphere of dry nitrogen, to a stirred solution of sodium methoxide, prepared from sodium (64 mg, 2.78 mmol, 3 eq) and methanol (20 ml). After the initial white precipitate had dissolved, a solution of (3Z,6Z)-nona-3,6-dienyl p-toluenesulfonate (276 mg, 0.94 mmol) in diethyl ether can be added. The mixture can be stirred at 40° C. for several days under nitrogen, hydrochloric acid (10% v/v, 20 ml) and diethyl ether (20... Starting materials: ClCC(COC(C)=O)=O (acetic acid 3-chloro-2-oxo-propyl ester), BrC=1C=CC(=NC1)NC(=S)N ((5-Bromo-pyridine-2-yl)-thiourea), O (water). Solvent: CN(C)C=O (DMF). Reaction conditions: temperature 70 celsius, time 2 hour. Product: BrC=1C=CC(=NC1)NC=1SC=C(N1)COC(C)=O (acetic acid 2-(5-bromo-pyridine-2-yl amino)-thiazole-4-ylmethyl ester). Yield: 82.0%. RXN SMILES: [Br:1][C:2]1[CH:3]=[CH:4][C:5]([NH:8][C:9]([NH2:11])=[S:10])=[N:6][CH:7]=1.Cl[CH2:13][C:14](=O)[CH2:15][O:16][C:17](=[O:19])[CH3:18].O>CN(C=O)C>[Br:1][C:2]1[CH:3]=[CH:4][C:5]([NH:8][C:9]2[S:10][CH:13]=[C:14]([CH2:15][O:16][C:17](=[O:19])[CH3:18])[N:11]=2)=[N:6][CH:7]=1. Procedure: (5-Bromo-pyridine-2-yl)-thiourea (1 mmol) is dissolved in DMF (2 ml) and acetic acid 3-chloro-2-oxo-propyl ester (1 eq.) is added and stirred 2 h at 70° C. After cooling to RT the reaction solution is poured into water and the resulting precipitate is filtered, washed with water and dried 16 h in vacuo at 40° C. “A5” is obtained as colourless powder in a yield of 82%; mp. 200.9-201.6° C.; HPLC (method C): 1.80 min; LC-MS (method A): 1.800 min, 327.95 (M+H+); 1H-NMR (DMSO-d6, 500 MHz): δ [ppm] 11... Reactants: C(O)([O-])=O.[Na+] (sodium hydrogen carbonate), CS(=O)(=O)C=1C=CC(=NC1)OC=1C=C2C=C(NC2=C(C1)OC1CCOCC1)C=1SC(CN1)CC(=O)O ({2-[5-{[5-(methylsulfonyl)pyridin-2-yl]oxy}-7-(tetrahydro-2H-pyran-4-yloxy)-1H-indol-2-yl]-4,5-dihydro-1,3-thiazol-5-yl}acetic acid), N1(N=NC2=C1C=CC=C2)O (1H-1,2,3-benzotriazol-1-ol), Cl.CN(CCCN=C=NCC)C (N-[3-(dimethylamino)propyl]-N′-ethylcarbodiimidehydrochloride), Cl.CN (methylamine hydrochloride). Solvent: CN(C=O)C (N,N-dimethylformamide), C(C)N(CC)CC (triethylamine). Conditions: time 2.5 day. Yields the product CNC(CC1CN=C(S1)C=1NC2=C(C=C(C=C2C1)OC1=NC=C(C=C1)S(=O)(=O)C)OC1CCOCC1)=O (N-Methyl-2-{2-[5-{[5-(methylsulfonyl)pyridin-2-yl]oxy}-7-(tetrahydro-2H-pyran-4-yloxy)-1H-indol-2-yl]-4,5-dihydro-1,3-thiazol-5-yl}acetamide). Yield: 53.7%. As a reaction SMILES: [CH3:1][S:2]([C:5]1[CH:6]=[CH:7][C:8]([O:11][C:12]2[CH:13]=[C:14]3[C:18](=[C:19]([O:21][CH:22]4[CH2:27][CH2:26][O:25][CH2:24][CH2:23]4)[CH:20]=2)[NH:17][C:16]([C:28]2[S:29][CH:30]([CH2:33][C:34]([OH:36])=O)[CH2:31][N:32]=2)=[CH:15]3)=[N:9][CH:10]=1)(=[O:4])=[O:3].[N:37]1(O)[C:41]2C=CC=CC=2N=N1.Cl.CN(C)CCCN=C=NCC.Cl.CN.C(=O)([O-])O.[Na+]>CN(C)C=O.C(N(CC)CC)C>[CH3:41][NH:37][C:34](=[O:36])[CH2:33][CH:30]1[S:29][C:28]([C:16]2[NH:17][C:18]3[C:14]([CH:15]=2)=[CH:13][C:12]([O:11][C:8]2[CH:7]=[CH:6][C:5]([S:2]([CH3:1])(=[O:4])=[O:3])=[CH:10][N:9]=2)=[CH:20][C:19]=3[O:21][CH:22]2[CH2:23][CH2:24][O:25][CH2:26][CH2:27]2)=[N:32][CH2:31]1 |f:2.3,4.5,6.7|. Procedure: A mixture of {2-[5-{[5-(methylsulfonyl)pyridin-2-yl]oxy}-7-(tetrahydro-2H-pyran-4-yloxy)-1H-indol-2-yl]-4,5-dihydro-1,3-thiazol-5-yl}acetic acid (200 mg), 1H-1,2,3-benzotriazol-1-ol (80 mg), N-[3-(dimethylamino)propyl]-N′-ethylcarbodiimidehydrochloride (110 mg), methylamine hydrochloride (50 mg), triethylamine (85 mg) and N,N-dimethylformamide (3 mL) was stirred at room temperature for 2.5 days. To the reaction mixture was added saturated aqueous sodium hydrogen carbonate and the mixture was ext...